This data is from the Open Reaction Database (ORD), a public repository of structured organic reaction records. The task is: describe an organic reaction: reactants, conditions, products, and yield Reactants: COC(CCC1=CC=NC=C1)=O (4-pyridinepropanoic acid methyl ester), N (ammonia). Run at time 65 hour. Yields the product N1=CC=C(C=C1)CCC(=O)N (4-pyridinepropanamide). RXN SMILES: C[O:2][C:3](=O)[CH2:4][CH2:5][C:6]1[CH:11]=[CH:10][N:9]=[CH:8][CH:7]=1.[NH3:13]>>[N:9]1[CH:10]=[CH:11][C:6]([CH2:5][CH2:4][C:3]([NH2:13])=[O:2])=[CH:7][CH:8]=1. Procedure: The crude ester was dissolved in 250 mL of 7.1M methanolic ammonia solution and was stirred at room temperature for 65 hours. After the solvent and excess ammonia were removed by distillation under reduced pressure. The residue was dissolved in 150 mL of 1N HCl and extracted with dichloromethane to remove residual triphenylphosphine oxide. The aqueous phase was basified with 40 mL of 4N NaOH and then was extracted with ethyl acetate (5×300 mL). The dried (Na2SO4) extracts were evaporated to furn... Reported procedure: A mixture of ethyl 2,5-dioxo-3-(3-nitrophenyl)-5-phenylpentanoate (1.5 g) and hydrazine monohydrate (0.24 g) in ethanol (30 ml) was refluxed for 5.5 hours. After evaporating the solvent in vacuo, the residue was subjected to a column chromatography on silica gel (100 ml) eluting with a mixture of benzene and ethyl acetate (50:1 V/V). The fractions containing the object compound were combined and concentrated under reduced pressure to give ethyl 1,4-dihydro-4-(3-nitrophenyl)-6-phenyl-3-pyridazine... The reactants are O=C(C(=O)OCC)C(CC(C1=CC=CC=C1)=O)C1=CC(=CC=C1)[N+](=O)[O-] (ethyl 2,5-dioxo-3-(3-nitrophenyl)-5-phenylpentanoate), O.NN (hydrazine monohydrate). RXN SMILES: O=[C:2]([CH:8]([C:18]1[CH:23]=[CH:22][CH:21]=[C:20]([N+:24]([O-:26])=[O:25])[CH:19]=1)[CH2:9][C:10](=O)[C:11]1[CH:16]=[CH:15][CH:14]=[CH:13][CH:12]=1)[C:3]([O:5][CH2:6][CH3:7])=[O:4].O.[NH2:28][NH2:29]>C(O)C>[N+:24]([C:20]1[CH:19]=[C:18]([CH:8]2[CH:9]=[C:10]([C:11]3[CH:16]=[CH:15][CH:14]=[CH:13][CH:12]=3)[NH:29][N:28]=[C:2]2[C:3]([O:5][CH2:6][CH3:7])=[O:4])[CH:23]=[CH:22][CH:21]=1)([O-:26])=[O:25] |f:1.2|. Isolated yield 35.1%. Yields the product [N+](=O)([O-])C=1C=C(C=CC1)C1C(=NNC(=C1)C1=CC=CC=C1)C(=O)OCC (ethyl 1,4-dihydro-4-(3-nitrophenyl)-6-phenyl-3-pyridazinecarboxylate). Solvent: C(C)O (ethanol).